This data is from the Open Reaction Database (ORD), a public repository of structured organic reaction records. The task is: describe an organic reaction: reactants, conditions, products, and yield The reactants are ClS(=O)(=O)C1=CSC2=C1C(=NC=C2)N2CCN(CC2)C(=O)OC(C)(C)C (tert-butyl 4-[3-(chlorosulfonyl)thieno[3,2-c]pyridin-4-yl]piperazine-1-carboxylate), C(C)C=1C=C(N)C=CC1 (3-ethylaniline). The product is C(C)(C)(C)OC(=O)N1CCN(CC1)C1=NC=CC2=C1C(=CS2)S(=O)(=O)NC2=CC(=CC=C2)CC (tert-Butyl-4-(3-{[(3-ethylphenyl)amino]sulfonyl}thieno[3,2-c]pyridin-4-yl)piperazine-1-carboxylate). Yield: 76.5%. RXN SMILES: Cl[S:2]([C:5]1[C:9]2[C:10]([N:14]3[CH2:19][CH2:18][N:17]([C:20]([O:22][C:23]([CH3:26])([CH3:25])[CH3:24])=[O:21])[CH2:16][CH2:15]3)=[N:11][CH:12]=[CH:13][C:8]=2[S:7][CH:6]=1)(=[O:4])=[O:3].[CH2:27]([C:29]1[CH:30]=[C:31]([CH:33]=[CH:34][CH:35]=1)[NH2:32])[CH3:28]>>[C:23]([O:22][C:20]([N:17]1[CH2:18][CH2:19][N:14]([C:10]2[C:9]3[C:5]([S:2]([NH:32][C:31]4[CH:33]=[CH:34][CH:35]=[C:29]([CH2:27][CH3:28])[CH:30]=4)(=[O:4])=[O:3])=[CH:6][S:7][C:8]=3[CH:13]=[CH:12][N:11]=2)[CH2:15][CH2:16]1)=[O:21])([CH3:26])([CH3:25])[CH3:24]. Reported procedure: Prepared from tert-butyl 4-[3-(chlorosulfonyl)thieno[3,2-c]pyridin-4-yl]piperazine-1-carboxylate (90.0 mg, 0.215 mmol) and 3-ethylaniline (33.9 mg, 0.28 mmol) to give the title compound as an off-white solid (82.7 mg, 76%). 1H NMR (400 MHz, CDCl3) δ 1.03 (t, J=7.5 Hz, 3H), 1.48 (s, 9H), 2.47 (q, J=7.7 Hz, 2H), 3.00-3.53 (m, 6H), 4.02-4.44 (m, 2H), 6.66 (d, J=8.0 Hz, 1H), 6.75 (s, 1H), 6.66 (d, J=8.0 Hz, 1H), 7.02 (t, J=7.8 Hz, 1H), 7.67 (d, J=5.5 Hz, 1H), 8.24 (s, 1H), 8.39 (d, J=5.5 Hz, 1H), 9.... Reactants: CC(C)=C (isobutylene), O (water), raw material, C(C)(C)(C)O (t-butanol). Yields the product O=CC(C)=C (methacrolein), C(C(=C)C)(=O)O (methacrylic acid). RXN SMILES: [C:1]([OH:5])([CH3:4])([CH3:3])[CH3:2].[CH3:6][C:7](=[CH2:9])[CH3:8].[OH2:10]>>[O:10]=[CH:2][C:1](=[CH2:4])[CH3:3].[C:9]([OH:5])(=[O:10])[C:7]([CH3:8])=[CH2:6]. Reported procedure: Subsequently, the resulting mixed gas (a raw material gas) is passed through a dehydration catalyst to decompose part of t-butanol into isobutylene and water by dehydration reaction and then supplied; otherwise the resulting mixed gas is not sent through said dehydration catalyst and directly supplied; to an oxidation catalyst layer maintained at a predetermined temperature to obtain methacrolein and/or methacrylic acid by catalytic gas phase oxidation reaction.